From a dataset of the Open Reaction Database (ORD), a public repository of structured organic reaction records. describe an organic reaction: reactants, conditions, products, and yield Starting materials: C(C)OC(C1=C(C=C(C=C1)N1C=C(C(=C1)C1=C(C=CC=C1)OCC1=CC=CC=C1)C#N)OCOC)=O (4-[4-(2-benzyloxyphenyl)-3-cyanopyrrole-1-yl]-2-methoxymethoxy-benzoic acid ethyl ester), C(C)(=O)OCC (ethyl acetate). The reagents and catalysts are [C].[Pd] (palladium-carbon). The solvent is CO (methanol). Run at time 5 hour. Yields the product C(C)OC(C1=C(C=C(C=C1)N1C=C(C(=C1)C1=C(C=CC=C1)O)C#N)OCOC)=O (4-[3-Cyano-4-(2-hydroxyphenyl)pyrrole-1-yl]-2-methoxymethoxy benzoic acid ethyl ester). The yield is 74.8%. Reaction SMILES: [CH2:1]([O:3][C:4](=[O:36])[C:5]1[CH:10]=[CH:9][C:8]([N:11]2[CH:15]=[C:14]([C:16]3[CH:21]=[CH:20][CH:19]=[CH:18][C:17]=3[O:22]CC3C=CC=CC=3)[C:13]([C:30]#[N:31])=[CH:12]2)=[CH:7][C:6]=1[O:32][CH2:33][O:34][CH3:35])[CH3:2].C(OCC)(=O)C>[C].[Pd].CO>[CH2:1]([O:3][C:4](=[O:36])[C:5]1[CH:10]=[CH:9][C:8]([N:11]2[CH:15]=[C:14]([C:16]3[CH:21]=[CH:20][CH:19]=[CH:18][C:17]=3[OH:22])[C:13]([C:30]#[N:31])=[CH:12]2)=[CH:7][C:6]=1[O:32][CH2:33][O:34][CH3:35])[CH3:2] |f:2.3|. Reported procedure: To a solution of 4-[4-(2-benzyloxyphenyl)-3-cyanopyrrole-1-yl]-2-methoxymethoxy-benzoic acid ethyl ester (2.3 g) in a mixed solvent of ethyl acetate (20 mL) and methanol (20 mL) was added palladium-carbon powder under an argon atmosphere, and this mixture was stirred at room temperature under a hydrogen atmosphere for 5 hours. The insoluble material was removed by filtration, and this filtrate was concentrated under reduced pressure to give the title compound (1.4 g) Reactants: [I-].OC(COC1=CC=C(C=C1)NC(=O)CC[S+](C)C)COCCC (2-{4-(2-hydroxy-3-propoxypropoxy)phenylcarbamoyl}ethyldimethylsulfonium iodide), C1(=C([N+](=O)[O-])C=C([N+](=O)[O-])C=C1[N+](=O)[O-])S(=O)(=O)[O-].[Na+] (sodium picrylsulfonate). The solvent is O (water), O (water). The product is C1(=C([N+](=O)[O-])C=C([N+](=O)[O-])C=C1[N+](=O)[O-])S(=O)(=O)[O-].OC(COC1=CC=C(C=C1)NC(=O)CC[S+](C)C)COCCC (2-{4-(2-hydroxy-3-propoxypropoxy)phenylcarbamoyl}ethyldimethylsulfonium picrylsulfonate). Yield: 96.4%. RXN SMILES: [I-].[OH:2][CH:3]([CH2:20][O:21][CH2:22][CH2:23][CH3:24])[CH2:4][O:5][C:6]1[CH:11]=[CH:10][C:9]([NH:12][C:13]([CH2:15][CH2:16][S+:17]([CH3:19])[CH3:18])=[O:14])=[CH:8][CH:7]=1.[C:25]1([S:40]([O-:43])(=[O:42])=[O:41])[C:36]([N+:37]([O-:39])=[O:38])=[CH:35][C:31]([N+:32]([O-:34])=[O:33])=[CH:30][C:26]=1[N+:27]([O-:29])=[O:28].[Na+]>O>[C:25]1([S:40]([O-:43])(=[O:41])=[O:42])[C:26]([N+:27]([O-:29])=[O:28])=[CH:30][C:31]([N+:32]([O-:34])=[O:33])=[CH:35][C:36]=1[N+:37]([O-:39])=[O:38].[OH:2][CH:3]([CH2:20][O:21][CH2:22][CH2:23][CH3:24])[CH2:4][O:5][C:6]1[CH:7]=[CH:8][C:9]([NH:12][C:13]([CH2:15][CH2:16][S+:17]([CH3:19])[CH3:18])=[O:14])=[CH:10][CH:11]=1 |f:0.1,2.3,5.6|. Procedure: Dissolved in 5 ml of water was 4.69 g of 2-{4-(2-hydroxy-3-propoxypropoxy)phenylcarbamoyl}ethyldimethylsulfonium iodide produced in Example 6. To the solution was added a solution of 6 g of sodium picrylsulfonate in 10 ml of water. The crystals formed were filtered off, giving 6.11 g of 2-{4-(2-hydroxy-3-propoxypropoxy)phenylcarbamoyl}ethyldimethylsulfonium picrylsulfonate (Compound 11) in 96.2% yield, M.P. 117° to 119° C. Reaction SMILES: [CH2:21]([CH3:22])[N:23]([CH2:24][CH3:25])[CH2:26][CH:27]1[NH:28][CH2:29][CH2:30][CH2:31][CH2:32]1.[Cl:1][CH2:2][C:3](=[O:4])[N:5]1[c:6]2[c:7]([cH:17][cH:18][cH:19][n:20]2)[NH:8][C:9](=[O:16])[c:10]2[c:11]1[cH:12][cH:13][cH:14][cH:15]2.[O:33]1[CH2:34][CH2:35][O:36][CH2:37][CH2:38]1>>[CH2:2]([C:3](=[O:4])[N:5]1[c:6]2[c:7]([cH:17][cH:18][cH:19][n:20]2)[NH:8][C:9](=[O:16])[c:10]2[c:11]1[cH:12][cH:13][cH:14][cH:15]2)[N:28]1[CH:27]([CH2:26][N:23]([CH2:21][CH3:22])[CH2:24][CH3:25])[CH2:32][CH2:31][CH2:30][CH2:29]1. Starting materials: CCN(CC)CC1CCCCN1, O=C1Nc2cccnc2N(C(=O)CCl)c2ccccc21, C1COCCO1. Product: CCN(CC)CC1CCCCN1CC(=O)N1c2ccccc2C(=O)Nc2cccnc21. The reactants are Cl (hydrogen chloride), FC1=CC=C2CC[C@H](C2=C1)N1C=NC=2C1=NC(=CC2)NC2=CC(=NN2)C (3-[(1R)-6-fluoro-2,3-dihydro-1H-inden-1-yl]-N-(3-methyl-1H-pyrazol-5-yl)-3H-imidazo[4,5-b]pyridin-5-amine), O1CCOCC1 (1,4-dioxane). The solvent is ClCCl (dichloromethane). Conditions: time 14 hour. The product is Cl.Cl.FC1=CC=C2CC[C@H](C2=C1)N1C=NC=2C1=NC(=CC2)NC2=CC(=NN2)C (3-[(1R)-6-fluoro-2,3-dihydro-1H-inden-1-yl]-N-(3-methyl-1H-pyrazol-5-yl)-3H-imidazo[4,5-b]pyridin-5-amine dihydrochloride). Isolated yield 79.0%. As a reaction SMILES: [F:1][C:2]1[CH:10]=[C:9]2[C:5]([CH2:6][CH2:7][C@H:8]2[N:11]2[C:15]3=[N:16][C:17]([NH:20][C:21]4[NH:25][N:24]=[C:23]([CH3:26])[CH:22]=4)=[CH:18][CH:19]=[C:14]3[N:13]=[CH:12]2)=[CH:4][CH:3]=1.[ClH:27].O1CCOCC1>ClCCl>[ClH:27].[ClH:27].[F:1][C:2]1[CH:10]=[C:9]2[C:5]([CH2:6][CH2:7][C@H:8]2[N:11]2[C:15]3=[N:16][C:17]([NH:20][C:21]4[NH:25][N:24]=[C:23]([CH3:26])[CH:22]=4)=[CH:18][CH:19]=[C:14]3[N:13]=[CH:12]2)=[CH:4][CH:3]=1 |f:4.5.6|. Procedure: Dissolve 3-[(1R)-6-fluoro-2,3-dihydro-1H-inden-1-yl]-N-(3-methyl-1H-pyrazol-5-yl)-3H-imidazo[4,5-b]pyridin-5-amine (0.070 g, 0.201 mmol) in dichloromethane (5 mL). Add hydrogen chloride, 4 M in 1,4-dioxane (0.100 mL, 0.400 mmol). Stir the solution for 14 hours, and then concentrate to dryness in vacuo. Dissolve in methanol and concentrate to dryness in vacuo three times to give the title compound (0.067 g, 79%). MS (ES) m/z=349 [M+1]. Yield: 15.3%. Reagents/catalysts: CS(=O)C (DMSO). Reaction SMILES: Cl[C:2]1[N:7]2[N:8]=[CH:9][CH:10]=[C:6]2[N:5]=[C:4]([NH:11][C:12](=[O:23])[C:13]2[CH:18]=[CH:17][C:16]([C:19]([OH:22])([CH3:21])[CH3:20])=[CH:15][CH:14]=2)[CH:3]=1.[NH:24]1[CH2:27][CH:26]([OH:28])[CH2:25]1>CN1C(=O)CCC1.CS(C)=O.CO>[OH:28][CH:26]1[CH2:27][N:24]([C:2]2[N:7]3[N:8]=[CH:9][CH:10]=[C:6]3[N:5]=[C:4]([NH:11][C:12](=[O:23])[C:13]3[CH:18]=[CH:17][C:16]([C:19]([OH:22])([CH3:21])[CH3:20])=[CH:15][CH:14]=3)[CH:3]=2)[CH2:25]1. Reactants: ClC1=CC(=NC=2N1N=CC2)NC(C2=CC=C(C=C2)C(C)(C)O)=O (N-(7-chloropyrazolo[1,5-a]pyrimidin-5-yl)-4-(2-hydroxypropan-2-yl)benzamide), N1CC(C1)O (azetidin-3-ol). The solvent is CN1CCCC1=O (NMP), CO (methanol). The product is OC1CN(C1)C1=CC(=NC=2N1N=CC2)NC(C2=CC=C(C=C2)C(C)(C)O)=O (N-(7-(3-hydroxyazetidin-1-yl)pyrazolo[1,5-a]pyrimidin-5-yl)-4-(2-hydroxypropan-2-yl)benzamide). Reported procedure: A solution of N-(7-chloropyrazolo[1,5-a]pyrimidin-5-yl)-4-(2-hydroxypropan-2-yl)benzamide (2D, 50 mg, 151 mmol) and azetidin-3-ol (22 mg, 0.302 mmol) in NMP (0.950 mL) was stirred at 85° C. overnight. After cooling to room temperature, the mixture was diluted with a few drops of DMSO and methanol, and was then purified by preparatory HPLC, 15-40% (MeCN/H2O gradient+0.01% TFA). Lyophilization of the combined fractions gave the titled compound as a white solid (17 mg, 32%). 1H NMR (400 MHz, DMSO-d... Run at temperature 86 celsius. As a reaction SMILES: [O:1]([C:8]1[CH:13]=[CH:12][C:11]([C:14]2[C:22]3[C:17](=[N:18][CH:19]=[N:20][C:21]=3[NH2:23])[NH:16][N:15]=2)=[CH:10][CH:9]=1)[C:2]1[CH:7]=[CH:6][CH:5]=[CH:4][CH:3]=1.F[C:25]1[CH:32]=[CH:31][C:28]([CH:29]=[O:30])=[CH:27][CH:26]=1.C(=O)([O-])[O-].[Cs+].[Cs+]>CN(C=O)C>[NH2:23][C:21]1[N:20]=[CH:19][N:18]=[C:17]2[N:16]([C:25]3[CH:32]=[CH:31][C:28]([CH:29]=[O:30])=[CH:27][CH:26]=3)[N:15]=[C:14]([C:11]3[CH:12]=[CH:13][C:8]([O:1][C:2]4[CH:7]=[CH:6][CH:5]=[CH:4][CH:3]=4)=[CH:9][CH:10]=3)[C:22]=12 |f:2.3.4|. The reactants are O(C1=CC=CC=C1)C1=CC=C(C=C1)C1=NNC2=NC=NC(=C21)N (3-(4-Phenoxyphenyl)-1H-pyrazolo[3,4-d]pyrimidin-4-amine), FC1=CC=C(C=O)C=C1 (4-fluorobenzaldehyde), C([O-])([O-])=O.[Cs+].[Cs+] (cesium carbonate). Run in CN(C)C=O (DMF). The product is NC1=C2C(=NC=N1)N(N=C2C2=CC=C(C=C2)OC2=CC=CC=C2)C2=CC=C(C=O)C=C2 (4-[4-amino-3-(4-phenoxyphenyl)-1H-pyrazolo[3,4-d]pyrimidin-1-yl]benzaldehyde). Yield: 91.6%. Procedure: 3-(4-Phenoxyphenyl)-1H-pyrazolo[3,4-d]pyrimidin-4-amine (2.0 g, 6.59 mmol) was mixed with 4-fluorobenzaldehyde (1.06 mL, 9.89 mmol), cesium carbonate (4.30 g, 13.19 mmol) in DMF (6 mL). The reaction mixture was heated at 86° C. overnight. After cooling to room temperature, the reaction mixture was poured onto ice water. The solid was collected by filtration to give 4-[4-amino-3-(4-phenoxyphenyl)-1H-pyrazolo[3,4-d]pyrimidin-1-yl]benzaldehyde (2.46 g, 92%). 1H NMR (CDCl3) δ 7.19 (m, 5H), 7.46 (m, ... Starting materials: O=C([O-])[O-], CN(C)S(=O)(=O)c1ccc(Cc2ccc(N)cc2)cc1, CC(C)O, ClC1=NCCN1, [K+], [K+], O=S(=O)(O)O. Yields the product CN(C)S(=O)(=O)c1ccc(Cc2ccc(NC3=NCCN3)cc2)cc1. RXN SMILES: [C:32](=[O:33])([O-:34])[O-:35].[CH3:1][N:2]([S:3](=[O:4])(=[O:5])[c:6]1[cH:7][cH:8][c:9]([CH2:10][c:11]2[cH:12][cH:13][c:14]([NH2:17])[cH:15][cH:16]2)[cH:18][cH:19]1)[CH3:20].[CH3:38][CH:39]([OH:40])[CH3:41].[Cl:26][C:27]1=[N:31][CH2:30][CH2:29][NH:28]1.[K+:36].[K+:37].[S:21]([OH:22])([OH:23])(=[O:24])=[O:25]>>[CH3:1][N:2]([S:3](=[O:4])(=[O:5])[c:6]1[cH:7][cH:8][c:9]([CH2:10][c:11]2[cH:12][cH:13][c:14]([NH:17][C:27]3=[N:28][CH2:29][CH2:30][NH:31]3)[cH:15][cH:16]2)[cH:18][cH:19]1)[CH3:20].